This data is from the Open Reaction Database (ORD), a public repository of structured organic reaction records. The task is: describe an organic reaction: reactants, conditions, products, and yield The reactants are CCOC(=O)c1ccc2c(c1)CC(C)(C)C(c1cc(C)cc(N3CCOCC3)c1)N2, CO, Cl, [Li+], C1CCOC1, [OH-], O, O. Yields the product Cc1cc(C2Nc3ccc(C(=O)O)cc3CC2(C)C)cc(N2CCOCC2)c1. Reaction SMILES: [CH2:1]([CH3:2])[O:3][C:4](=[O:5])[c:6]1[cH:7][c:8]2[c:13]([cH:14][cH:15]1)[NH:12][CH:11]([c:16]1[cH:17][c:18]([CH3:28])[cH:19][c:20]([N:22]3[CH2:23][CH2:24][O:25][CH2:26][CH2:27]3)[cH:21]1)[C:10]([CH3:29])([CH3:30])[CH2:9]2.[CH3:36][OH:37].[ClH:35].[Li+:33].[O:38]1[CH2:39][CH2:40][CH2:41][CH2:42]1.[OH-:32].[OH2:31].[OH2:34]>>[O:3]=[C:4]([OH:5])[c:6]1[cH:7][c:8]2[c:13]([cH:14][cH:15]1)[NH:12][CH:11]([c:16]1[cH:17][c:18]([CH3:28])[cH:19][c:20]([N:22]3[CH2:23][CH2:24][O:25][CH2:26][CH2:27]3)[cH:21]1)[C:10]([CH3:29])([CH3:30])[CH2:9]2. The reactants are CCOC(=O)C(NC(=O)c1ccccc1)C(=O)OCC, CC(C)=O, CN1CCCC1=O, [I-], [Li+], [Na+], [OH-], O, ClCCSc1ccccc1. Product: CCOC(=O)C(CCSc1ccccc1)(NC(=O)c1ccccc1)C(=O)OCC. As a reaction SMILES: [C:15]([c:16]1[cH:17][cH:18][cH:19][cH:20][cH:21]1)(=[O:22])[NH:23][CH:24]([C:25](=[O:26])[O:27][CH2:28][CH3:29])[C:30](=[O:31])[O:32][CH2:33][CH3:34].[CH3:35][C:36](=[O:37])[CH3:38].[CH3:40][N:41]1[CH2:42][CH2:43][CH2:44][C:45]1=[O:46].[I-:2].[Li+:13].[Na+:1].[OH-:14].[OH2:39].[c:3]1([S:9][CH2:10][CH2:11][Cl:12])[cH:4][cH:5][cH:6][cH:7][cH:8]1>>[c:3]1([S:9][CH2:10][CH2:11][C:24]([NH:23][C:15]([c:16]2[cH:17][cH:18][cH:19][cH:20][cH:21]2)=[O:22])([C:25](=[O:26])[O:27][CH2:28][CH3:29])[C:30](=[O:31])[O:32][CH2:33][CH3:34])[cH:4][cH:5][cH:6][cH:7][cH:8]1. Starting materials: CO, COC(=O)CCc1ccc(OCc2ccccc2)cc1, [Na+], [OH-]. Yields the product O=C(O)CCc1ccc(OCc2ccccc2)cc1. RXN SMILES: [CH3:23][OH:24].[CH3:3][O:4][C:5]([CH2:6][CH2:7][c:8]1[cH:9][cH:10][c:11]([O:14][CH2:15][c:16]2[cH:17][cH:18][cH:19][cH:20][cH:21]2)[cH:12][cH:13]1)=[O:22].[Na+:2].[OH-:1]>>[O:4]=[C:5]([CH2:6][CH2:7][c:8]1[cH:9][cH:10][c:11]([O:14][CH2:15][c:16]2[cH:17][cH:18][cH:19][cH:20][cH:21]2)[cH:12][cH:13]1)[OH:22]. RXN SMILES: [NH2:1][C:2]1[CH:9]=[CH:8][CH:7]=[CH:6][C:3]=1[CH2:4]O.[NH2:10][C:11](N)=[S:12]>Cl.C(O)(C)C>[NH2:10][C:11]1[S:12][CH2:4][C:3]2[CH:6]=[CH:7][CH:8]=[CH:9][C:2]=2[N:1]=1. Solvent: Cl (HCl), C(C)(C)O (isopropanol). The product is NC1=NC2=C(CS1)C=CC=C2 (2-Amino-4H-3,1-benzothiazine). The yield is 64.0%. The reactants are NC1=C(CO)C=CC=C1 (2-aminobenzylalcohol), NC(=S)N (thiourea). Procedure: 2-aminobenzylalcohol (2.0 g, 16 mmol) in conc. HCl (10 ml) is heated at 100° C. for 15 minutes in a sealed vial, the resulting precipitate is filtered, washed with diethyl ether to give a white solid which is dissolved in isopropanol (20 ml) and treated with thiourea. The resulting reaction mixture is refluxed for 20 hours then concentrated, and the residue taken up with H2O and basified with 2 N NaOH. The basic solution thus obtained is extracted with CH2Cl2. The organic extracts are combined, ... Starting materials: O=C([O-])[O-], CS(C)=O, CO, [K+], [K+], Nc1ccc(-c2ccccc2F)nc1C(=O)Nc1cnn(CC(F)F)c1N1CCCC(NC(=O)C(F)(F)F)CC1. Yields the product Nc1ccc(-c2ccccc2F)nc1C(=O)Nc1cnn(CC(F)F)c1N1CCCC(N)CC1. Reaction SMILES: [C:41](=[O:42])([O-:43])[O-:44].[CH3:47][S:48]([CH3:49])=[O:50].[CH3:51][OH:52].[K+:45].[K+:46].[NH2:1][c:2]1[c:3]([C:15](=[O:16])[NH:17][c:18]2[cH:19][n:20][n:21]([CH2:37][CH:38]([F:39])[F:40])[c:22]2[N:23]2[CH2:24][CH2:25][CH:26]([NH:30][C:31](=[O:32])[C:33]([F:34])([F:35])[F:36])[CH2:27][CH2:28][CH2:29]2)[n:4][c:5](-[c:8]2[c:9]([F:14])[cH:10][cH:11][cH:12][cH:13]2)[cH:6][cH:7]1>>[NH2:1][c:2]1[c:3]([C:15](=[O:16])[NH:17][c:18]2[cH:19][n:20][n:21]([CH2:37][CH:38]([F:39])[F:40])[c:22]2[N:23]2[CH2:24][CH2:25][CH:26]([NH2:30])[CH2:27][CH2:28][CH2:29]2)[n:4][c:5](-[c:8]2[c:9]([F:14])[cH:10][cH:11][cH:12][cH:13]2)[cH:6][cH:7]1.